From a dataset of the Open Reaction Database (ORD), a public repository of structured organic reaction records. describe an organic reaction: reactants, conditions, products, and yield The reactants are OB(O)C=Cc1ccccc1, N#Cc1c(OS(=O)(=O)C(F)(F)F)nc(N)nc1-c1ccco1, [Na+], [Na+], O=C([O-])[O-], C1COCCO1, O. Product: N#Cc1c(C=Cc2ccccc2)nc(N)nc1-c1ccco1. As a reaction SMILES: [CH:23](=[CH:24][c:25]1[cH:26][cH:27][cH:28][cH:29][cH:30]1)[B:31]([OH:32])[OH:33].[NH2:1][c:2]1[n:3][c:4](-[c:18]2[o:19][cH:20][cH:21][cH:22]2)[c:5]([C:16]#[N:17])[c:6]([O:8][S:9]([C:10]([F:11])([F:12])[F:13])(=[O:14])=[O:15])[n:7]1.[Na+:34].[Na+:35].[O-:36][C:37](=[O:38])[O-:39].[O:41]1[CH2:42][CH2:43][O:44][CH2:45][CH2:46]1.[OH2:40]>>[NH2:1][c:2]1[n:3][c:4](-[c:18]2[o:19][cH:20][cH:21][cH:22]2)[c:5]([C:16]#[N:17])[c:6]([CH:23]=[CH:24][c:25]2[cH:26][cH:27][cH:28][cH:29][cH:30]2)[n:7]1. Starting materials: ClC1=NC=CC(=N1)NC1=NNC(=C1)C (2-chloro-N-(5-methyl-1H-pyrazol-3-yl)pyrimidin-4-amine), Cl.O1C(CCCC1)N1C=NC2=C1C=CC(=C2)[C@H](C)N ((1S)-1-(1-(tetrahydro-2H-pyran-2-yl)-1H-benzo[d]imidazol-5-yl)ethanamine hydrochloride), TEA. Run in CCCCO (n-BuOH). The product is N1C=NC2=C1C=CC(=C2)[C@H](C)NC2=NC=CC(=N2)NC2=NNC(=C2)C ((S)—N2-(1-(1H-benzo[d]imidazol-5-yl)ethyl)-N4-(5-methyl-1H-pyrazol-3-yl)pyrimidine-2,4-diamine). As a reaction SMILES: Cl[C:2]1[N:7]=[C:6]([NH:8][C:9]2[CH:13]=[C:12]([CH3:14])[NH:11][N:10]=2)[CH:5]=[CH:4][N:3]=1.Cl.O1CCCCC1[N:22]1[C:26]2[CH:27]=[CH:28][C:29]([C@@H:31]([NH2:33])[CH3:32])=[CH:30][C:25]=2[N:24]=[CH:23]1>CCCCO>[NH:22]1[C:26]2[CH:27]=[CH:28][C:29]([C@@H:31]([NH:33][C:2]3[N:7]=[C:6]([NH:8][C:9]4[CH:13]=[C:12]([CH3:14])[NH:11][N:10]=4)[CH:5]=[CH:4][N:3]=3)[CH3:32])=[CH:30][C:25]=2[N:24]=[CH:23]1 |f:1.2|. Procedure: To a solution of 2-chloro-N-(5-methyl-1H-pyrazol-3-yl)pyrimidin-4-amine (105 mg, 0.5 mmol) in n-BuOH (2 mL) in a microwave vial was added 126 (184 mg, 0.75 mmol). To the solution was added dropwise TEA (0.21 mL, 1.5 mmol) and the vial sealed and irradiated in a in the microwave synthesizer at 110° C. for 6 h. The solvent was evaporated under reduced pressure and the crude residue was taken up in DCM (5 mL) and MeOH (5 mL) and the solvent was again concentrated in vacuo. The residue was diluted i...